This data is from the Open Reaction Database (ORD), a public repository of structured organic reaction records. The task is: describe an organic reaction: reactants, conditions, products, and yield Reactants: [H-].[Na+] (Sodium hydride), FC1=C(C=C(C=C1)I)[N+](=O)[O-] (4-Fluoro-1-iodo-3-nitrobenzene), C(C)(=O)NC1=CC(=CC=C1)N1C=NC=C1 (N-Acetyl 3-(1-imidazolyl)aniline), [H][H] (hydrogen). Run in O (water), CN(C)C=O (DMF), CN(C)C=O (DMF). Conditions: temperature 120 celsius, time 5 hour. The product is C(C)(=O)N(C1=C(C=C(C=C1)I)[N+](=O)[O-])C1=CC(=CC=C1)N1C=NC=C1 (N-Acetyl N-(3-(1-imidazolyl)phenyl)-2-nitro-4-iodoaniline). Yield: 25.3%. As a reaction SMILES: [C:1]([NH:4][C:5]1[CH:10]=[CH:9][CH:8]=[C:7]([N:11]2[CH:15]=[CH:14][N:13]=[CH:12]2)[CH:6]=1)(=[O:3])[CH3:2].[H-].[Na+].[H][H].F[C:21]1[CH:26]=[CH:25][C:24]([I:27])=[CH:23][C:22]=1[N+:28]([O-:30])=[O:29]>CN(C=O)C.O>[C:1]([N:4]([C:5]1[CH:10]=[CH:9][CH:8]=[C:7]([N:11]2[CH:15]=[CH:14][N:13]=[CH:12]2)[CH:6]=1)[C:21]1[CH:26]=[CH:25][C:24]([I:27])=[CH:23][C:22]=1[N+:28]([O-:30])=[O:29])(=[O:3])[CH3:2] |f:1.2|. Reported procedure: A solution of 2e from Example 3 (30 g, 0.15 mol) in dry DMF (200 ml) is cooled to 0° C. under nitrogen. Sodium hydride (7.2 g of a 60% dispersion in mineral oil) is added portionwise. When the evolution of hydrogen has ceased a solution of 1c from Example 1 (52 g, 0.19 mol) in 50 ml DMF is added. The mixture is stirred at 120° C. for 5 hours and left at ambient temperature over night. The reaction mixture is poured into four volumes of water and the crude product is filtered off. Purification on... Yield: 56.0%. Reaction conditions: temperature 80 celsius, time 2 hour. The reactants are O=C(OCC)C=1C=CC=C(O)C1. The solvent is ClC(Cl)Cl, C=1C=CC(=CC1)C. Reagents/catalysts: OC(C)(C)C(O)(C)C, O1B(OCC1)B2OCCO2, N(CC)(CC)CC, N=1C=CC(=CC1C=2N=CC=C(C2)C(C)(C)C)C(C)(C)C, C[OH2+].C[OH2+].C1CC=CCCC=C1.C1CC=CCCC=C1.[Ir].[Ir]. Product: O=C(OCC)C1=CC=C(B2OC(C)(C)C(O2)(C)C)C(O)=C1. The product is CCCCN(CCCC)C(=O)CP(=O)(CCCC)CCCC. The reactants are CCCC[PH](=O)CCCC, CCCCN(CCCC)C(=O)CCl. RXN SMILES: [CH2:14]([CH2:15][CH2:16][CH3:17])[PH:18]([CH2:19][CH2:20][CH2:21][CH3:22])=[O:23].[CH2:1]([CH2:2][CH2:3][CH3:4])[N:5]([C:6]([CH2:7][Cl:8])=[O:9])[CH2:10][CH2:11][CH2:12][CH3:13]>>[CH2:1]([CH2:2][CH2:3][CH3:4])[N:5]([C:6]([CH2:7][P:18]([CH2:14][CH2:15][CH2:16][CH3:17])([CH2:19][CH2:20][CH2:21][CH3:22])=[O:23])=[O:9])[CH2:10][CH2:11][CH2:12][CH3:13]. Starting materials: NC1=C(C=CC=C1)C1=CC(=NN1)C(=O)O (5-(2-aminophenyl)-1H-pyrazole-3-carboxylic acid), C(=O)O (HCOOH). The solvent is O (water). Reaction conditions: time 30 minute. Product: C=1C(=NN2C=NC=3C=CC=CC3C21)C(=O)O (Pyrazolo[1,5-c]quinazoline-2-carboxylic acid). Reaction SMILES: [NH2:1][C:2]1[CH:7]=[CH:6][CH:5]=[CH:4][C:3]=1[C:8]1[NH:12][N:11]=[C:10]([C:13]([OH:15])=[O:14])[CH:9]=1.[CH:16](O)=O>O>[CH:9]1[C:10]([C:13]([OH:15])=[O:14])=[N:11][N:12]2[C:8]=1[C:3]1[CH:4]=[CH:5][CH:6]=[CH:7][C:2]=1[N:1]=[CH:16]2. Procedure: 3.0 g (0.0148 mole) of 5-(2-aminophenyl)-1H-pyrazole-3-carboxylic acid is suspended in 21 ml of 97+% HCOOH, and the reaction mixture heated in an oil bath at 100° for 2 hours. The reaction mixture is cooled, diluted with water (75 ml), stirred for 30 minutes and filtered, washing the precipitates well with water. The crude product is dried overnight in vacuo at 90°. Yield: 2.9 g. Percent crude yield: 91.8%. The reactants are CC(=O)C1=CC=C(C=C1)N (4-aminoacetophenone), [B-](F)(F)(F)F.CCOC(=O)C(=NOC(=[N+](C)C)N(C)C)C#N (TOTU), C(=O)(OC(C)(C)C)N1CCC(C(=O)O)CC1 (boc-isonipecotic acid), CCN(C(C)C)C(C)C (DIPEA). Solvent: CN(C)C=O (DMF). Reaction conditions: time 12 hour. Product: C(C)(C)(C)OC(=O)N1CCC(CC1)C(NC1=CC=C(C=C1)C(C)=O)=O (4-(4-Acetyl-phenylcarbamoyl)-piperidine-1-carboxylic acid tert-butyl ester). Yield: 70.4%. RXN SMILES: [CH3:1][C:2]([C:4]1[CH:9]=[CH:8][C:7]([NH2:10])=[CH:6][CH:5]=1)=[O:3].[B-](F)(F)(F)F.CCOC(C(C#N)=NOC(N(C)C)=[N+](C)C)=O.[C:33]([N:40]1[CH2:48][CH2:47][CH:43]([C:44](O)=[O:45])[CH2:42][CH2:41]1)([O:35][C:36]([CH3:39])([CH3:38])[CH3:37])=[O:34].CCN(C(C)C)C(C)C>CN(C=O)C>[C:36]([O:35][C:33]([N:40]1[CH2:48][CH2:47][CH:43]([C:44](=[O:45])[NH:10][C:7]2[CH:8]=[CH:9][C:4]([C:2](=[O:3])[CH3:1])=[CH:5][CH:6]=2)[CH2:42][CH2:41]1)=[O:34])([CH3:39])([CH3:38])[CH3:37] |f:1.2|. Procedure details: To a solution of 4-aminoacetophenone (6.76 g, 50 mmol) in DMF (250 ml) were added TOTU (16.40 g, 50 mmol), boc-isonipecotic acid (11.46 g, 50 mmol) and DIPEA (8.6 ml, 50 mmol). The reaction mixture was stirred at ambient temperature for 12 h. The solvent was removed in vacuo. The residue was redissolved in ethyl acetate (250 ml) and washed with sat. sodium hydrogen carbonate solution (2×50 ml), hydrochloric acid (1 N, 50 ml) and brine (50 ml). The organic phase was dried over sodium sulfate, eva... The reactants are [O-]CC.[Na+] (sodium ethoxide), CC(CC[C@]1(C(C(=C(C2=CC=CC=C12)O)C1=NS(C2=C(N1)C=CC(=C2)NS(=O)(=O)C)(=O)=O)=O)C)(C)C (N-{3-[(4R)-4-(3,3-dimethylbutyl)-1-hydroxy-4-methyl-3-oxo-3,4-dihydronaphthalen-2-yl]-1,1-dioxido-4H-1,2,4-benzothiadiazin-7-yl}methanesulfonamide). The solvent is C(C)O (ethanol), C(C)O (ethanol). Yields the product CC(CC[C@]1(C(C(=C(C2=CC=CC=C12)[O-])C1=NS(C2=C(N1)C=CC(=C2)NS(=O)(=O)C)(=O)=O)=O)C)(C)C.[Na+] (Sodium (4R)-4-(3,3-dimethylbutyl)-4-methyl-2-{7-[(methylsulfonyl)amino]-1,1-dioxido-4H-1,2,4-benzothiadiazin-3-yl}-3-oxo-3,4-dihydronaphthalen-1-olate). Yield: 93.3%. RXN SMILES: [O-]CC.[Na+:4].[CH3:5][C:6]([CH3:40])([CH3:39])[CH2:7][CH2:8][C@:9]1([CH3:38])[C:18]2[C:13](=[CH:14][CH:15]=[CH:16][CH:17]=2)[C:12]([OH:19])=[C:11]([C:20]2[NH:25][C:24]3[CH:26]=[CH:27][C:28]([NH:30][S:31]([CH3:34])(=[O:33])=[O:32])=[CH:29][C:23]=3[S:22](=[O:36])(=[O:35])[N:21]=2)[C:10]1=[O:37]>C(O)C>[CH3:5][C:6]([CH3:40])([CH3:39])[CH2:7][CH2:8][C@:9]1([CH3:38])[C:18]2[C:13](=[CH:14][CH:15]=[CH:16][CH:17]=2)[C:12]([O-:19])=[C:11]([C:20]2[NH:25][C:24]3[CH:26]=[CH:27][C:28]([NH:30][S:31]([CH3:34])(=[O:33])=[O:32])=[CH:29][C:23]=3[S:22](=[O:36])(=[O:35])[N:21]=2)[C:10]1=[O:37].[Na+:4] |f:0.1,4.5|. Procedure: A solution of sodium ethoxide (31.4 g, 0.462 mol) in ethanol (450 mL) was added over 50 minutes to a solution of the product of Example 49-7 (223.16 g, 0.420 mol) in ethanol (1700 mL) at 73° C. The product precipitated and the slurry was cooled slowly to room temperature and the product was isolated by filtration and dried to give the title compound (216.9 g, 93%). The reactants are [C@@H]12[C@@H](CCCC1)C(=O)OC2=O (cis-1,2-cyclohexane dicarboxylic anhydride), NC1=C(C=C(C#N)C=C1)F (4-amino-3-fluorobenzonitrile). The solvent is C(C)(=O)O (acetic acid). Yields the product O=C1N(C(C2CCCCC12)=O)C1=C(C=C(C#N)C=C1)F (4-(1,3-dioxo-2,3,3a,4,5,6,7,7a-octahydro-1H-isoindol-2-yl)-3-fluorobenzonitrile). RXN SMILES: [C@@H:1]12[C:10](=[O:11])[O:9][C:7](=O)[C@@H:2]1[CH2:3][CH2:4][CH2:5][CH2:6]2.[NH2:12][C:13]1[CH:20]=[CH:19][C:16]([C:17]#[N:18])=[CH:15][C:14]=1[F:21]>C(O)(=O)C>[O:9]=[C:7]1[CH:2]2[CH:1]([CH2:6][CH2:5][CH2:4][CH2:3]2)[C:10](=[O:11])[N:12]1[C:13]1[CH:20]=[CH:19][C:16]([C:17]#[N:18])=[CH:15][C:14]=1[F:21]. Procedure details: To a solution of 5 parts of cis-1,2-cyclohexane dicarboxylic anhydride in 75 parts of glacial acetic acid was added 4.8 parts of 4-amino-3-fluorobenzonitrile in one portion. The mixture was refluxed for 4 hours, poured over 200 parts of ice and filtered. The crude crystalline product was recrystallized from methanol to yield 4.4 parts of beige 4-(1,3-dioxo-2,3,3a,4,5,6,7,7a-octahydro-1H-isoindol-2-yl)-3-fluorobenzonitrile melting 120°-123°.